Dataset: the Open Reaction Database (ORD), a public repository of structured organic reaction records. Task: describe an organic reaction: reactants, conditions, products, and yield Reactants: CC=1N(C=CN1)C1=CC=C(C=C1)NC=1N=C(C2=C(N1)CCN(C2)C(=O)OC(C)(C)C)C(C)C2=CC=CC=C2 (tert-Butyl 2-(4-(2-methyl-1H-imidazol-1-yl)phenylamino)-4-(1-phenylethyl)-7,8-dihydropyrido[4,3-d]pyrimidine-6(5H)-carboxylate), Cl (Hydrochloric acid). Run in CO (methanol). Run at temperature 75 celsius, time 1 hour. Yields the product CC=1N(C=CN1)C1=CC=C(C=C1)NC=1N=C(C2=C(N1)CCNC2)C(C)C2=CC=CC=C2 (N-(4-(2-Methyl-1H-imidazol-1-yl)phenyl)-4-(1-phenylethyl)-5,6,7,8-tetrahydropyrido[4,3-d]pyrimidin-2-amine). RXN SMILES: [CH3:1][C:2]1[N:3]([C:7]2[CH:12]=[CH:11][C:10]([NH:13][C:14]3[N:15]=[C:16]([CH:31]([C:33]4[CH:38]=[CH:37][CH:36]=[CH:35][CH:34]=4)[CH3:32])[C:17]4[CH2:23][N:22](C(OC(C)(C)C)=O)[CH2:21][CH2:20][C:18]=4[N:19]=3)=[CH:9][CH:8]=2)[CH:4]=[CH:5][N:6]=1.Cl>CO>[CH3:1][C:2]1[N:3]([C:7]2[CH:8]=[CH:9][C:10]([NH:13][C:14]3[N:15]=[C:16]([CH:31]([C:33]4[CH:38]=[CH:37][CH:36]=[CH:35][CH:34]=4)[CH3:32])[C:17]4[CH2:23][NH:22][CH2:21][CH2:20][C:18]=4[N:19]=3)=[CH:11][CH:12]=2)[CH:4]=[CH:5][N:6]=1. Procedure details: tert-Butyl 2-(4-(2-methyl-1H-imidazol-1-yl)phenylamino)-4-(1-phenylethyl)-7,8-dihydropyrido[4,3-d]pyrimidine-6(5H)-carboxylate (612 mg, 1.20 mmol) was dissolved in methanol (10 mL). Hydrochloric acid (0.098 mL, 1.20 mmol) was added and the reaction mixture was stirred at 75° C. for 1 h. The solvent was evaporated under reduced pressure and the crude N-(4-(2-methyl-1H-imidazol-1-yl)phenyl)-4-(1-phenylethyl)-5,6,7,8-tetrahydropyrido[4,3-d]pyrimidin-2-amine (490 mg, 100%) was used as such in the su... Starting materials: [H-].[Al+3].[Li+].[H-].[H-].[H-] (lithium aluminium hydride), ClC1=C(C=CC=C1)N1C=C(C2=CC=CC=C12)CC(C)=NO (1-(2-chlorophenyl)-3-(2-hydroxyiminopropyl)indole), N (ammonia). Solvent: O1CCCC1 (tetrahydrofuran). Yields the product ClC1=C(C=CC=C1)N1C=C(C2=CC=CC=C12)CC(C)N (1-(2-chlorophenyl)-3-(2-aminopropyl)indole). RXN SMILES: [Cl:1][C:2]1[CH:7]=[CH:6][CH:5]=[CH:4][C:3]=1[N:8]1[C:16]2[C:11](=[CH:12][CH:13]=[CH:14][CH:15]=2)[C:10]([CH2:17][C:18](=[N:20]O)[CH3:19])=[CH:9]1.[H-].[Al+3].[Li+].[H-].[H-].[H-].N>O1CCCC1>[Cl:1][C:2]1[CH:7]=[CH:6][CH:5]=[CH:4][C:3]=1[N:8]1[C:16]2[C:11](=[CH:12][CH:13]=[CH:14][CH:15]=2)[C:10]([CH2:17][CH:18]([NH2:20])[CH3:19])=[CH:9]1 |f:1.2.3.4.5.6|. Procedure details: 0.052 mole of 1-(2-chlorophenyl)-3-(2-hydroxyiminopropyl)indole is dissolved in 150 ml of dry tetrahydrofuran. 6 gms of lithium aluminium hydride are slowly added whilst refluxing for 3.5 hours. The reaction mixture is then poured on to a mixture of ice and ammonia and the product extracted with ether. The ethereal extract is treated with an N hydrochloric acid solution. The latter is then rendered alkaline with N soda solution. The turbid substance formed is extracted with ether, washed with wa... RXN SMILES: [BH4-:14].[CH3:12][NH2:13].[CH3:17][OH:18].[Na+:15].[OH2:16].[nH:1]1[cH:2][cH:3][c:4]2[c:5]([CH:10]=[O:11])[cH:6][cH:7][cH:8][c:9]12>>[nH:1]1[cH:2][cH:3][c:4]2[c:5]([CH2:10][NH:13][CH3:12])[cH:6][cH:7][cH:8][c:9]12. The product is CNCc1cccc2[nH]ccc12. Reactants: [BH4-], CN, CO, [Na+], O, O=Cc1cccc2[nH]ccc12.